This data is from the Open Reaction Database (ORD), a public repository of structured organic reaction records. The task is: describe an organic reaction: reactants, conditions, products, and yield The reactants are N1(CCNCC1)C=1C=CC=2N(N1)C(=NN2)C(F)(F)F (6-(piperazin-1-yl)-3-(trifluoromethyl)-[1,2,4]triazolo[4,3-b]pyridazine), C(C)S(=O)(=O)C1=CC=C(C=O)C=C1 (4-ethylsulfonylbenzaldehyde). Product: C(C)S(=O)(=O)C1=CC=C(C=C1)CN1CCN(CC1)C=1C=CC=2N(N1)C(=NN2)C(F)(F)F (6-[4-[(4-ethylsulfonylphenyl)methyl]piperazin-1-yl]-3-(trifluoromethyl)-[1,2,4]triazolo[4,3-b]pyridazine). Reaction SMILES: [N:1]1([C:7]2[CH:8]=[CH:9][C:10]3[N:11]([C:13]([C:16]([F:19])([F:18])[F:17])=[N:14][N:15]=3)[N:12]=2)[CH2:6][CH2:5][NH:4][CH2:3][CH2:2]1.[CH2:20]([S:22]([C:25]1[CH:32]=[CH:31][C:28]([CH:29]=O)=[CH:27][CH:26]=1)(=[O:24])=[O:23])[CH3:21]>>[CH2:20]([S:22]([C:25]1[CH:32]=[CH:31][C:28]([CH2:29][N:4]2[CH2:3][CH2:2][N:1]([C:7]3[CH:8]=[CH:9][C:10]4[N:11]([C:13]([C:16]([F:17])([F:18])[F:19])=[N:14][N:15]=4)[N:12]=3)[CH2:6][CH2:5]2)=[CH:27][CH:26]=1)(=[O:24])=[O:23])[CH3:21]. Procedure: Reductive amination of 6-(piperazin-1-yl)-3-(trifluoromethyl)-[1,2,4]triazolo[4,3-b]pyridazine with 4-ethylsulfonylbenzaldehyde was carried out according to General Synthetic Method 7. The crude product was purified by hplc using a Waters XBridge Prep C18 OBD column, 5μ silica, 30 mm diameter, 100 mm length eluted with decreasingly polar mixtures of water (containing 0.1% aqueous ammonia) and acetonitrile as eluents to give 6-[4-[(4-ethylsulfonylphenyl)methyl]piperazin-1-yl]-3-(trifluoromethyl)-... Reactants: COC(=O)c1ccc(O)c(-c2ccc(C(F)(F)F)c(OCc3ccccc3)c2)n1, Cc1ccccc1B(O)O. Yields the product COC(=O)c1ccc(-c2ccccc2C)c(-c2ccc(C(F)(F)F)c(OCc3ccccc3)c2)n1. As a reaction SMILES: [CH2:1]([c:2]1[cH:3][cH:4][cH:5][cH:6][cH:7]1)[O:8][c:9]1[cH:10][c:11](-[c:19]2[c:20]([OH:29])[cH:21][cH:22][c:23]([C:25](=[O:26])[O:27][CH3:28])[n:24]2)[cH:12][cH:13][c:14]1[C:15]([F:16])([F:17])[F:18].[CH3:30][c:31]1[c:32]([B:37]([OH:38])[OH:39])[cH:33][cH:34][cH:35][cH:36]1>>[CH2:1]([c:2]1[cH:3][cH:4][cH:5][cH:6][cH:7]1)[O:8][c:9]1[cH:10][c:11](-[c:19]2[c:20](-[c:32]3[c:31]([CH3:30])[cH:36][cH:35][cH:34][cH:33]3)[cH:21][cH:22][c:23]([C:25](=[O:26])[O:27][CH3:28])[n:24]2)[cH:12][cH:13][c:14]1[C:15]([F:16])([F:17])[F:18].